Task: describe an organic reaction: reactants, conditions, products, and yield. Dataset: the Open Reaction Database (ORD), a public repository of structured organic reaction records Starting materials: C1CCOC1, N#Cc1c(OC2C=CCCC2)cccc1[N+](=O)[O-], O=[Os](=O)(=O)=O, O. Reaction SMILES: [CH2:19]1[CH2:22][CH2:21][CH2:20][O:23]1.[CH:1]1([O:7][c:8]2[c:9]([C:10]#[N:11])[c:12]([N+:16](=[O:17])[O-:18])[cH:13][cH:14][cH:15]2)[CH:2]=[CH:3][CH2:4][CH2:5][CH2:6]1.[O:25]=[Os:26](=[O:27])(=[O:28])=[O:29].[OH2:24]>>[CH:1]1([O:7][c:8]2[c:9]([C:10]#[N:11])[c:12]([N+:16](=[O:17])[O-:18])[cH:13][cH:14][cH:15]2)[CH:2]([OH:24])[CH:3]([OH:23])[CH2:4][CH2:5][CH2:6]1. The product is N#Cc1c(OC2CCCC(O)C2O)cccc1[N+](=O)[O-].